Dataset: the Open Reaction Database (ORD), a public repository of structured organic reaction records. Task: describe an organic reaction: reactants, conditions, products, and yield The reactants are NC=1C2=C(N=CN1)N(C=C2C2=CC=C(C=C2)OC2=CC=CC=C2)C(C(=O)OCC)C (ethyl 2-[4-amino-5-(4-phenoxyphenyl)-7H-pyrrolo[2,3-d]pyrimidin-7-yl]propionate), [OH-].[K+] (potassium hydroxide). The solvent is CO (methanol). Yields the product NC=1C2=C(N=CN1)N(C=C2C2=CC=C(C=C2)OC2=CC=CC=C2)C(C(=O)O)C (2-[4-amino-5-(4-phenoxyphenyl)-7H-pyrrolo[2,3-d]pyrimidin-7-yl]propionic acid). RXN SMILES: [NH2:1][C:2]1[C:3]2[C:10]([C:11]3[CH:16]=[CH:15][C:14]([O:17][C:18]4[CH:23]=[CH:22][CH:21]=[CH:20][CH:19]=4)=[CH:13][CH:12]=3)=[CH:9][N:8]([CH:24]([CH3:30])[C:25]([O:27]CC)=[O:26])[C:4]=2[N:5]=[CH:6][N:7]=1.[OH-].[K+]>CO>[NH2:1][C:2]1[C:3]2[C:10]([C:11]3[CH:16]=[CH:15][C:14]([O:17][C:18]4[CH:23]=[CH:22][CH:21]=[CH:20][CH:19]=4)=[CH:13][CH:12]=3)=[CH:9][N:8]([CH:24]([CH3:30])[C:25]([OH:27])=[O:26])[C:4]=2[N:5]=[CH:6][N:7]=1 |f:1.2|. Procedure details: A mixture of ethyl 2-[4-amino-5-(4-phenoxyphenyl)-7H-pyrrolo[2,3-d]pyrimidin-7-yl]propionate (201 mg), aqueous potassium hydroxide solution (4 ml of 2M solution) and methanol (20 ml) was boiled under reflux for 1 hour. The mixture was concentrated under reduced pressure to around 5 ml and then diluted with water (30 ml). The mixture was hot filtered and filtrate was cooled and then acidified with dilute acetic acid until no further precipitation occurred. The mixture was heated on a hot plate un... Starting materials: ClC1=C(C=CC(=C1)Cl)/C(/C1CCN(CC1)C(C)=O)=N/O (1-(4-{(2,4-Dichloro-phenyl)-[(E)-hydroxyimino]-methyl}-piperidin-1-yl)-ethanone), CC(C)([O-])C.[K+] (potassium tert-butoxide). Run in C1CCOC1 (THF). Reaction conditions: time 2 hour. The product is ClC1=CC2=C(C(=NO2)C2CCN(CC2)C(C)=O)C=C1 (1-[4-(6-Chloro-benzo[d]isoxazol-3-yl)-piperidin-1-yl]-ethanone). Yield: 74.3%. RXN SMILES: Cl[C:2]1[CH:7]=[C:6]([Cl:8])[CH:5]=[CH:4][C:3]=1/[C:9](=[N:19]/[OH:20])/[CH:10]1[CH2:15][CH2:14][N:13]([C:16](=[O:18])[CH3:17])[CH2:12][CH2:11]1.CC(C)([O-])C.[K+]>C1COCC1>[Cl:8][C:6]1[CH:5]=[CH:4][C:3]2[C:9]([CH:10]3[CH2:15][CH2:14][N:13]([C:16](=[O:18])[CH3:17])[CH2:12][CH2:11]3)=[N:19][O:20][C:2]=2[CH:7]=1 |f:1.2|. Reported procedure: 1-(4-{(2,4-Dichloro-phenyl)-[(E)-hydroxyimino]-methyl}-piperidin-1-yl)-ethanone (2.15 g, 7 mmol) was solved in THF (34 mL) and potassium tert-butoxide was added (0.844 g, 7.5 mmol). The mixture was stirred for 2 hours until TLC indicated the end of the reaction. The solvent was removed and the mixture purified by flash-chromatography on silica gel with hexane:ethyl acetate (1:0 to 0:1). The combined producted fractions were evaporated under reduced pressure to yield 1.45 g of a colourless oil (7... Starting materials: N#N.C(C1=CC=CC=C1)OC(=O)N[C@@H](CC1=CC=CC=C1)C(=O)NCCC(C)C (N2 benzyloxycarbonyl-N-(3-methylbutyl)-L-phenylalaninamide), Cl (hydrochloric acid). Reagents/catalysts: [Pd] (palladium on carbon). Run in C(C)O (ethanol). Run at time 3 hour. The product is CC(CCNC([C@@H](N)CC1=CC=CC=C1)=O)C (N-(3-methylbutyl)-L-phenylalaninamide). The yield is 60.4%. Reaction SMILES: N#N.C(OC([NH:13][C@H:14]([C:22]([NH:24][CH2:25][CH2:26][CH:27]([CH3:29])[CH3:28])=[O:23])[CH2:15][C:16]1[CH:21]=[CH:20][CH:19]=[CH:18][CH:17]=1)=O)C1C=CC=CC=1.Cl>[Pd].C(O)C>[CH3:28][CH:27]([CH3:29])[CH2:26][CH2:25][NH:24][C:22](=[O:23])[C@H:14]([CH2:15][C:16]1[CH:21]=[CH:20][CH:19]=[CH:18][CH:17]=1)[NH2:13] |f:0.1|. Procedure: A mixture of N2 -benzyloxycarbonyl-N-(3-methylbutyl)-L-phenylalaninamide (7.0 g.), ethanol (200 ml.) and palladium on carbon (10%, 250 mg.) was hydrogenated under pressure (40 p.s.i.g.) for three hours (10% uptake). Concentrated hydrochloric acid (1.65 ml.) was added and the hydrogenation was continued overnight. The mixture was filtered, and the filtrate was stripped of volatiles. A small amount of crystals separated from an ether-ethanol solution of the residue. The mother liquor was stripped ... Procedure details: To a solution of 1-((9S,10S)-2-chloro-9,10-dihydro-9,10-methanoanthracen-9-ylcarbonyl)-4-(2-fluoro-3-pyridylmethyl)piperidine, (2.60 g, 5.8 mmol), prepared as described in Example 55a, in methanol (25 mL) was added potassium fluoride (4.15 g, 71.4 mmol) which caused a slight exotherm (~ 35° C.). Sodium methoxide solution in methanol (4.4 mL of a 25 wt% solution) was added which caused another exotherm (18 50° C.) and thinned the suspension. This suspension was heated to reflux for 6 h. Additiona... Run in CO (methanol), CO (methanol). The product is ClC1=CC=2[C@]3(C4=CC=CC=C4[C@@H](C2C=C1)C3)C(=O)N3CCC(CC3)CC=3C(=NC=CC3)OC (1-((9S,10S)-2-Chloro-9,10-dihydro-9,10-methanoanthracen-9-ylcarbonyl)-4-(2-methoxy-3-pyridylmethyl)piperidine). Reaction SMILES: [Cl:1][C:2]1[CH:15]=[CH:14][C:13]2[C@H:12]3[CH2:16][C@:5]([C:17]([N:19]4[CH2:24][CH2:23][CH:22]([CH2:25][C:26]5[C:27](F)=[N:28][CH:29]=[CH:30][CH:31]=5)[CH2:21][CH2:20]4)=[O:18])([C:6]4[C:11]3=[CH:10][CH:9]=[CH:8][CH:7]=4)[C:4]=2[CH:3]=1.[F-].[K+].[CH3:35][O-:36].[Na+]>CO>[Cl:1][C:2]1[CH:15]=[CH:14][C:13]2[C@H:12]3[CH2:16][C@:5]([C:17]([N:19]4[CH2:24][CH2:23][CH:22]([CH2:25][C:26]5[C:27]([O:36][CH3:35])=[N:28][CH:29]=[CH:30][CH:31]=5)[CH2:21][CH2:20]4)=[O:18])([C:6]4[C:11]3=[CH:10][CH:9]=[CH:8][CH:7]=4)[C:4]=2[CH:3]=1 |f:1.2,3.4|. Yield: 68.0%. Reactants: C[O-].[Na+] (Sodium methoxide), ClC1=CC=2[C@]3(C4=CC=CC=C4[C@@H](C2C=C1)C3)C(=O)N3CCC(CC3)CC=3C(=NC=CC3)F (1-((9S,10S)-2-chloro-9,10-dihydro-9,10-methanoanthracen-9-ylcarbonyl)-4-(2-fluoro-3-pyridylmethyl)piperidine), [F-].[K+] (potassium fluoride), C[O-].[Na+] (sodium methoxide), [F-].[K+] (potassium fluoride). Reactants: N1(CCOCC1)C1=NC=C(C(=C1)N)[N+](=O)[O-] (2-(morpholin-4-yl)-5-nitropyridin-4-amine), N1CCCC1 (pyrrolidine). Product: N1(CCCC1)C1=CC(=C(C=N1)N)N (6-(Pyrrolidin-1-yl)pyridine-3,4-diamine). As a reaction SMILES: [N:1]1([C:7]2[CH:12]=[C:11]([NH2:13])[C:10]([N+:14]([O-])=O)=[CH:9][N:8]=2)[CH2:6][CH2:5]O[CH2:3][CH2:2]1.N1CCCC1>>[N:1]1([C:7]2[N:8]=[CH:9][C:10]([NH2:14])=[C:11]([NH2:13])[CH:12]=2)[CH2:6][CH2:5][CH2:3][CH2:2]1. Reported procedure: The title compound was prepared using standard chemical manipulations and procedures similar to those used for the preparation of compound 151.1 and 151.2, except pyrrolidine was used in place of morpholine. Reactants: COC(=O)C=1N=CN(C1)COCC[Si](C)(C)C (1-(2-trimethylsilanyl-ethoxymethyl)-1H-imidazole-4-carboxylic acid methyl ester), [OH-].[Na+] (NaOH). Solvent: CO (MeOH). Run at time 8 hour. Yields the product [Na+].C[Si](CCOCN1C=NC(=C1)C(=O)[O-])(C)C (1-(2-Trimethylsilanyl-ethoxymethyl)-1H-imidazole-4-carboxyate sodium salt). Yield: 100.0%. RXN SMILES: C[O:2][C:3]([C:5]1[N:6]=[CH:7][N:8]([CH2:10][O:11][CH2:12][CH2:13][Si:14]([CH3:17])([CH3:16])[CH3:15])[CH:9]=1)=[O:4].[OH-].[Na+:19]>CO>[Na+:19].[CH3:15][Si:14]([CH3:17])([CH3:16])[CH2:13][CH2:12][O:11][CH2:10][N:8]1[CH:9]=[C:5]([C:3]([O-:4])=[O:2])[N:6]=[CH:7]1 |f:1.2,4.5|. Procedure details: To a solution of 1-(2-trimethylsilanyl-ethoxymethyl)-1H-imidazole-4-carboxylic acid methyl ester (0.42 g, 1.6 mmol) (as prepared in Example 40, step (a)) in MeOH (3.0 mL) was added 1N NaOH (1.6 mL) and mixture was stirred for 8 h at RT. The reaction was concentrated to give 0.43 g (100%) of the title compound as a white solid. Mass spectrum (ESI, m/z): Calcd. for C10H18N2O3Si, 243.1 (M+H), found 243.1. Reactants: CC=1SC(=C(N1)C1=CC=CC=C1)C1=NN(C=N1)C1OCCCC1 (3-(2-methyl-4-phenyl-1,3-thiazol-5-yl)-1-(tetrahydro-2H-pyran-2-yl)-1H-1,2,4-triazole), CCCCCC (hexane), CON(C(C)=O)C (N-methoxy-N-methylacetamide), solution, C(CCC)[Li] (n-butyllithium). The solvent is CC(=O)O (AcOH), C1CCOC1 (THF), C1CCOC1 (THF). Conditions: time 1 hour. The product is C1(=CC=CC=C1)C=1N=C(SC1C1=NN(C=N1)C1OCCCC1)CC(=O)C (1-{4-phenyl-5-[1-(tetrahydro-2H-pyran-2-yl)-1H-1,2,4-triazol-3-yl]-1,3-thiazol-2-yl}acetone). The yield is 77.1%. As a reaction SMILES: [CH3:1][C:2]1[S:3][C:4]([C:13]2[N:17]=[CH:16][N:15]([CH:18]3[CH2:23][CH2:22][CH2:21][CH2:20][O:19]3)[N:14]=2)=[C:5]([C:7]2[CH:12]=[CH:11][CH:10]=[CH:9][CH:8]=2)[N:6]=1.C([Li])CCC.CCCCCC.CON(C)[C:38](=[O:40])[CH3:39]>C1COCC1.CC(O)=O>[C:7]1([C:5]2[N:6]=[C:2]([CH2:1][C:38]([CH3:39])=[O:40])[S:3][C:4]=2[C:13]2[N:17]=[CH:16][N:15]([CH:18]3[CH2:23][CH2:22][CH2:21][CH2:20][O:19]3)[N:14]=2)[CH:8]=[CH:9][CH:10]=[CH:11][CH:12]=1. Procedure details: To a solution of 3-(2-methyl-4-phenyl-1,3-thiazol-5-yl)-1-(tetrahydro-2H-pyran-2-yl)-1H-1,2,4-triazole (32.6 g, 100 mmol) in THF (1.8 L), was dropwise added 1.6M solution of n-butyllithium in hexane (150 mL, 240 mmol) at −78° C. over 1 h, and the mixture was stirred for 1 h at the same temperature. To the reaction mixture was dropwise added a solution of N-methoxy-N-methylacetamide (10.3 g, 100 mmol) in THF (600 mL) at −78° C. over 3 h. After addition, the mixture was stirred for 30 min at the s... Reactants: NC1=CC=C(C(=O)C2=CC=C(C=C2)N)C=C1 (4,4′-diaminobenzophenone), CC1CN(CC(N1)C)C1=CC=C(C(=O)[O-])C=C1 (4-(3,5-dimethylpiperazino)benzoate). Product: C(=O)(C1=CC=C(C=C1)NC(C1=CC=C(C=C1)N1CC(NC(C1)C)C)=O)C1=CC=C(C=C1)NC(C1=CC=C(C=C1)N1CC(NC(C1)C)C)=O (N,N′-(carbonylbis(4,1-phenylene))bis(4-(3,5-dimethylpiperazin-1-yl)benzamide)). As a reaction SMILES: [NH2:1][C:2]1[CH:16]=[CH:15][C:5]([C:6]([C:8]2[CH:13]=[CH:12][C:11]([NH2:14])=[CH:10][CH:9]=2)=[O:7])=[CH:4][CH:3]=1.[CH3:17][CH:18]1[NH:23][CH:22]([CH3:24])[CH2:21][N:20]([C:25]2[CH:33]=[CH:32][C:28]([C:29]([O-])=[O:30])=[CH:27][CH:26]=2)[CH2:19]1>>[C:6]([C:8]1[CH:13]=[CH:12][C:11]([NH:14][C:29](=[O:30])[C:28]2[CH:32]=[CH:33][C:25]([N:20]3[CH2:19][CH:18]([CH3:17])[NH:23][CH:22]([CH3:24])[CH2:21]3)=[CH:26][CH:27]=2)=[CH:10][CH:9]=1)([C:5]1[CH:15]=[CH:16][C:2]([NH:1][C:29](=[O:30])[C:28]2[CH:27]=[CH:26][C:25]([N:20]3[CH2:19][CH:18]([CH3:17])[NH:23][CH:22]([CH3:24])[CH2:21]3)=[CH:33][CH:32]=2)=[CH:3][CH:4]=1)=[O:7]. Procedure details: Compound 319 was prepared according to the procedure described in Scheme IV from 4,4′-diaminobenzophenone and 4-(3,5-dimethylpiperazino)benzoate. [M+H]+ calcd for C39H44N6O3: 645.35; found: 645.16. Starting materials: COC=1C=C(C=CC1OC)NC=1N=CC2=C(C3=C(NC(C2)=O)C=C(C=C3)C(=O)O)N1 (2-(3,4-dimethoxy-phenylamino)-6-oxo-6,7-dihydro-5H-benzo[b]pyrimido[4,5-d]azepine-9-carboxylic acid), C(C)(C)N(C(C)C)CC (N,N-diisopropylethylamine), CN(C)C(=[N+](C)C)ON1C2=C(C=CC=C2)N=N1.[B-](F)(F)(F)F (TBTU), NCCNC(OC(C)(C)C)=O (tert-butyl 2-aminoethylcarbamate). The solvent is O (H2O), CN(C)C=O (DMF). Conditions: temperature 22 celsius, time 8 hour. The product is C(C)(C)(C)OC(NCCNC(=O)C=1C=CC2=C(NC(CC3=C2N=C(N=C3)NC3=CC(=C(C=C3)OC)OC)=O)C1)=O ((2-{[2-(3,4-Dimethoxy-phenylamino)-6-oxo-6,7-dihydro-5H-benzo[b]pyrimido[4,5-d]azepine-9-carbonyl]-amino}-ethyl)-carbamic acid tert-butyl ester). As a reaction SMILES: [CH3:1][O:2][C:3]1[CH:4]=[C:5]([NH:11][C:12]2[N:13]=[CH:14][C:15]3[CH2:21][C:20](=[O:22])[NH:19][C:18]4[CH:23]=[C:24]([C:27](O)=[O:28])[CH:25]=[CH:26][C:17]=4[C:16]=3[N:30]=2)[CH:6]=[CH:7][C:8]=1[O:9][CH3:10].C(N(CC)C(C)C)(C)C.CN(C(ON1N=NC2C=CC=CC1=2)=[N+](C)C)C.[B-](F)(F)(F)F.[NH2:62][CH2:63][CH2:64][NH:65][C:66](=[O:72])[O:67][C:68]([CH3:71])([CH3:70])[CH3:69]>CN(C=O)C.O>[C:68]([O:67][C:66](=[O:72])[NH:65][CH2:64][CH2:63][NH:62][C:27]([C:24]1[CH:25]=[CH:26][C:17]2[C:16]3[N:30]=[C:12]([NH:11][C:5]4[CH:6]=[CH:7][C:8]([O:9][CH3:10])=[C:3]([O:2][CH3:1])[CH:4]=4)[N:13]=[CH:14][C:15]=3[CH2:21][C:20](=[O:22])[NH:19][C:18]=2[CH:23]=1)=[O:28])([CH3:69])([CH3:71])[CH3:70] |f:2.3|. Procedure details: To a solution of 2-(3,4-dimethoxy-phenylamino)-6-oxo-6,7-dihydro-5H-benzo[b]pyrimido[4,5-d]azepine-9-carboxylic acid (I-53) (75 mg, 0.18 mmol) in DMF (5 mL) was added N,N-diisopropylethylamine (0.10 mL, 0.55 mmol), TBTU (65 mg, 0.20 mmol), and tert-butyl 2-aminoethylcarbamate (35.5 mg, 0.22 mmol). The reaction stirred at 22° C. overnight. The reaction mixture was diluted with H2O, and the precipitate that formed was filtered, washed with H2O and dried to give I-71-a [MS m/z=549 (M+H)] which was ...